This data is from the Open Reaction Database (ORD), a public repository of structured organic reaction records. The task is: describe an organic reaction: reactants, conditions, products, and yield The reactants are FC=1C=C(C=C(C1)F)O (3,5-difluorophenol), ClS(=O)(=O)N=C=O (chlorosulfonyl isocyanate). Solvent: C1(=CC=CC=C1)C (toluene). Yields the product FC=1C=C(C=C(C1)F)OS(N)(=O)=O (Sulfamic acid 3,5-difluorophenyl ester), white solid. The yield is 74.0%. RXN SMILES: [F:1][C:2]1[CH:3]=[C:4]([OH:9])[CH:5]=[C:6]([F:8])[CH:7]=1.Cl[S:11]([N:14]=C=O)(=[O:13])=[O:12]>C1(C)C=CC=CC=1>[F:1][C:2]1[CH:3]=[C:4]([O:9][S:11](=[O:13])(=[O:12])[NH2:14])[CH:5]=[C:6]([F:8])[CH:7]=1. Procedure details: Using the procedure of Example 84, the title compound was prepared using a mixture of 9.9 g (0.076 mole) of 3,5-difluorophenol and 7.0 ml (0.08 mole) of chlorosulfonyl isocyanate in 50 ml of toluene. The solid product was recrystallized from benzene to yield 11.7 g (74%) of white solid, mp 85°-88° C. The reactants are ClC1=CC=C(C=C1)S(=O)(=O)N1C2C(C(CC1CCC2)=O)=CO (9-(4-chlorophenylsulfonyl)-2-(hydroxymethylene)-9-azabicyclo[3.3.1]nonan-3-one), Cl.NC(=N)N (guanidine hydrochloride). Yields the product ClC1=CC=C(C=C1)S(=O)(=O)N1C2C=3C=NC(=NC3CC1CCC2)N (13-(4-Chloro-benzenesulfonyl)-4,6,13-triaza-tricyclo[7.3.1.02,7]trideca-2(7),3,5-trien-5-ylamine). RXN SMILES: [Cl:1][C:2]1[CH:7]=[CH:6][C:5]([S:8]([N:11]2[CH:16]3[CH2:17][CH2:18][CH2:19][CH:12]2[C:13](=[CH:21]O)[C:14](=O)[CH2:15]3)(=[O:10])=[O:9])=[CH:4][CH:3]=1.Cl.[NH2:24][C:25]([NH2:27])=[NH:26]>>[Cl:1][C:2]1[CH:7]=[CH:6][C:5]([S:8]([N:11]2[CH:16]3[CH2:17][CH2:18][CH2:19][CH:12]2[C:13]2[CH:21]=[N:24][C:25]([NH2:27])=[N:26][C:14]=2[CH2:15]3)(=[O:10])=[O:9])=[CH:4][CH:3]=1 |f:1.2|. Reported procedure: Prepared as described in Example 5 using 9-(4-chlorophenylsulfonyl)-2-(hydroxymethylene)-9-azabicyclo[3.3.1]nonan-3-one which was prepared as described in Example 34 and guanidine hydrochloride. See also: Hasan, Mashooda; Rashid, Naghmana; Khan, Khalid Mohammed; Snatzke, Guenther; Duddeck, Helmut; Voelter, Wolfgang Liebigs Annalen 1995, (5), 889-96. Run in solvent, CO (methanol), O (water). The reagents and catalysts are [C].[Pd] (palladium-carbon). The yield is 50.8%. Yields the product NC(C(=O)O)CCP(=O)(OC1=CC=C(C=C1)C)OC (2-amino-4-[methyl(4-methylphenyl)phosphono]butanoic acid). Procedure details: Next, 0.70 g (1.37 mmol) of benzyl 2-(N-benzyloxycarbonylamino)-4-[methyl(4-methylphenyl)phosphono]butanoate was dissolved in 30 mL of a solvent mixture of methanol and water at 2:1 and mixed with 270 mg of 5% palladium-carbon and hydrogen gas was introduced for 2 hours. The palladium-carbon was removed by Celite filtration and the filtrate was concentrated under a reduced pressure. The residue was purified by medium pressure reversed-phase column chromatography ODS-S-50B (Yamazen Co., Ltd., Osa... As a reaction SMILES: C(OC([NH:11][CH:12]([CH2:23][CH2:24][P:25]([O:35][CH3:36])([O:27][C:28]1[CH:33]=[CH:32][C:31]([CH3:34])=[CH:30][CH:29]=1)=[O:26])[C:13]([O:15]CC1C=CC=CC=1)=[O:14])=O)C1C=CC=CC=1.[H][H]>CO.O.[C].[Pd]>[NH2:11][CH:12]([CH2:23][CH2:24][P:25]([O:35][CH3:36])([O:27][C:28]1[CH:29]=[CH:30][C:31]([CH3:34])=[CH:32][CH:33]=1)=[O:26])[C:13]([OH:15])=[O:14] |f:4.5|. Starting materials: C(C1=CC=CC=C1)OC(=O)NC(C(=O)OCC1=CC=CC=C1)CCP(=O)(OC1=CC=C(C=C1)C)OC (benzyl 2-(N-benzyloxycarbonylamino)-4-[methyl(4-methylphenyl)phosphono]butanoate), [H][H] (hydrogen). Starting materials: O=C1CCC1, CC(=O)O[BH-](OC(C)=O)OC(C)=O, O=c1cccnn1-c1ccc(-c2ccc(N3CCC4CNCC43)cc2)cc1, [Na+]. The product is O=c1cccnn1-c1ccc(-c2ccc(N3CCC4CN(C5CCC5)CC43)cc2)cc1. Reaction SMILES: [C:28]1(=[O:32])[CH2:29][CH2:30][CH2:31]1.[C:33]([O:34][BH-:35]([O:36][C:37](=[O:38])[CH3:39])[O:40][C:41](=[O:42])[CH3:43])(=[O:44])[CH3:45].[N:1]1([c:9]2[cH:10][cH:11][c:12](-[c:15]3[cH:16][cH:17][c:18](-[n:21]4[n:22][cH:23][cH:24][cH:25][c:26]4=[O:27])[cH:19][cH:20]3)[cH:13][cH:14]2)[CH:2]2[CH:3]([CH2:4][CH2:5]1)[CH2:6][NH:7][CH2:8]2.[Na+:46]>>[N:1]1([c:9]2[cH:10][cH:11][c:12](-[c:15]3[cH:16][cH:17][c:18](-[n:21]4[n:22][cH:23][cH:24][cH:25][c:26]4=[O:27])[cH:19][cH:20]3)[cH:13][cH:14]2)[CH:2]2[CH:3]([CH2:4][CH2:5]1)[CH2:6][N:7]([CH:28]1[CH2:29][CH2:30][CH2:31]1)[CH2:8]2.